From a dataset of the Open Reaction Database (ORD), a public repository of structured organic reaction records. describe an organic reaction: reactants, conditions, products, and yield The reactants are [Si](C1=CC=CC=C1)(C1=CC=CC=C1)(C(C)(C)C)OC1=CC=C(OC[C@H](CNCCC2=CC=C(NC3CCN(CC3)C(=O)NCC3=CC=C(C=C3)NC(=O)NCCCCCC)C=C2)O)C=C1 (4-[4-(2-{[(2S)-3-(4-{[tert-Butyl(diphenyl)silyl]oxy}phenoxy)-2-hydroxypropyl]amino}ethyl)aniiino]-N-(4-{[(hexylamino)carbonyl]amino}benzyl)-1-piperidinecarboxamide). The solvent is C(Cl)(Cl)Cl.CO (chloroform methanol). The product is C(CCCCC)NC(NC1=CC=C(CNC(=O)N2CCC(CC2)NC2=CC=C(C=C2)CCNC[C@@H](COC2=CC=C(C=C2)O)O)C=C1)=O (4-(4-{2-[(2S)-2-Hydroxy-3-(4-hydroxy-phenoxy)-propylamino]-ethyl}-phenylamino)-piperidine-1-carboxylic Acid 4-(3-hexyl-ureido)-benzylamide). Isolated yield 75.5%. Reaction SMILES: [Si]([O:18][C:19]1[CH:65]=[CH:64][C:22]([O:23][CH2:24][C@@H:25]([OH:63])[CH2:26][NH:27][CH2:28][CH2:29][C:30]2[CH:62]=[CH:61][C:33]([NH:34][CH:35]3[CH2:40][CH2:39][N:38]([C:41]([NH:43][CH2:44][C:45]4[CH:50]=[CH:49][C:48]([NH:51][C:52]([NH:54][CH2:55][CH2:56][CH2:57][CH2:58][CH2:59][CH3:60])=[O:53])=[CH:47][CH:46]=4)=[O:42])[CH2:37][CH2:36]3)=[CH:32][CH:31]=2)=[CH:21][CH:20]=1)(C(C)(C)C)(C1C=CC=CC=1)C1C=CC=CC=1>C(Cl)(Cl)Cl.CO>[CH2:55]([NH:54][C:52](=[O:53])[NH:51][C:48]1[CH:47]=[CH:46][C:45]([CH2:44][NH:43][C:41]([N:38]2[CH2:39][CH2:40][CH:35]([NH:34][C:33]3[CH:61]=[CH:62][C:30]([CH2:29][CH2:28][NH:27][CH2:26][C@H:25]([OH:63])[CH2:24][O:23][C:22]4[CH:21]=[CH:20][C:19]([OH:18])=[CH:65][CH:64]=4)=[CH:31][CH:32]=3)[CH2:36][CH2:37]2)=[O:42])=[CH:50][CH:49]=1)[CH2:56][CH2:57][CH2:58][CH2:59][CH3:60] |f:1.2|. Reported procedure: 4-[4-(2-{[(2S)-3-(4-{[tert-Butyl(diphenyl)silyl]oxy}phenoxy)-2-hydroxypropyl]amino}ethyl)aniiino]-N-(4-{[(hexylamino)carbonyl]amino}benzyl)-1-piperidinecarboxamide (0.143 g, 0.159 mmol) was reacted according to Procedure H (eluant: 10:1 going to 5:1 chloroform-methanol containing 2% triethylamine) to give the title compound (0.077 g, 0.12 mmol).